describe an organic reaction: reactants, conditions, products, and yield From a dataset of the Open Reaction Database (ORD), a public repository of structured organic reaction records. Reactants: COc1ncc(C(=O)O)s1, Cl, CCOC(=O)C(C)CC(N)Cc1ccc(-c2ccccc2)cc1, CN(C)C=O, On1nnc2cccnc21. Yields the product CCOC(=O)C(C)CC(Cc1ccc(-c2ccccc2)cc1)NC(=O)c1cnc(OC)s1. As a reaction SMILES: [CH3:1][O:2][c:3]1[s:4][c:5]([C:8](=[O:9])[OH:10])[cH:6][n:7]1.[ClH:21].[NH2:22][CH:23]([CH2:24][CH:25]([C:26](=[O:27])[O:28][CH2:29][CH3:30])[CH3:31])[CH2:32][c:33]1[cH:34][cH:35][c:36](-[c:39]2[cH:40][cH:41][cH:42][cH:43][cH:44]2)[cH:37][cH:38]1.[O:45]=[CH:46][N:47]([CH3:48])[CH3:49].[OH:11][n:12]1[c:13]2[n:14][cH:15][cH:16][cH:17][c:18]2[n:19][n:20]1>>[CH3:1][O:2][c:3]1[s:4][c:5]([C:8](=[O:10])[NH:22][CH:23]([CH2:24][CH:25]([C:26](=[O:27])[O:28][CH2:29][CH3:30])[CH3:31])[CH2:32][c:33]2[cH:34][cH:35][c:36](-[c:39]3[cH:40][cH:41][cH:42][cH:43][cH:44]3)[cH:37][cH:38]2)[cH:6][n:7]1. Starting materials: O=C([O-])O, CCO, Nc1ccc2[nH]c3ccc([N+](=O)[O-])cc3c(=O)c2c1, [Na+], [Na+], [OH-], O. Yields the product Nc1ccc2[nH]c3ccc(N)cc3c(=O)c2c1. As a reaction SMILES: [C:22](=[O:23])([OH:24])[O-:25].[CH3:27][CH2:28][OH:29].[NH2:1][c:2]1[cH:3][c:4]2[c:5](=[O:19])[c:6]3[cH:7][c:8]([N+:16]([O-:17])=[O:18])[cH:9][cH:10][c:11]3[nH:12][c:13]2[cH:14][cH:15]1.[Na+:21].[Na+:26].[OH-:20].[OH2:30]>>[NH2:1][c:2]1[cH:3][c:4]2[c:5](=[O:19])[c:6]3[cH:7][c:8]([NH2:16])[cH:9][cH:10][c:11]3[nH:12][c:13]2[cH:14][cH:15]1. Reaction SMILES: C([C@H:5]1[C:9]([C:16]2[CH:21]=[CH:20][CH:19]=[CH:18][CH:17]=2)([C:10]2[CH:15]=[CH:14][CH:13]=[CH:12][CH:11]=2)O[C:7](=O)[NH:6]1)C(C)C.[H][H].[CH3:25]O.[CH3:27][C:28](O)=O>[Pd]>[C:10]1([CH:9]([C:16]2[CH:17]=[CH:18][CH:19]=[CH:20][CH:21]=2)[C@@H:5]([NH:6][CH3:7])[CH:28]([CH3:27])[CH3:25])[CH:15]=[CH:14][CH:13]=[CH:12][CH:11]=1 |f:2.3|. Starting materials: C(C(C)C)[C@@H]1NC(OC1(C1=CC=CC=C1)C1=CC=CC=C1)=O ((4S)-4-Isobutyl-5,5-diphenyl-2-oxazolidinone), CO.CC(=O)O (MeOH AcOH), [H][H] (hydrogen). Yield: 87.0%. Yields the product C1(=CC=CC=C1)C([C@H](C(C)C)NC)C1=CC=CC=C1 ((S)-α-(Diphenylmethyl)-α-isobutyl-methylamine). Reagents/catalysts: [Pd] (Pd). Reaction conditions: time 8 hour. Reported procedure: A suspension of (S)-4-isobutyl-5,5-diphenyl-2-oxazolidinone 17 (7.6 g, 25.6 mmol) in MeOH/AcOH and a 10% Pd (282 mg, 2.6 mmol) on activated carbon was shaken for 93 h under 4–5 atm pressure of hydrogen at room temperature. The catalyst was filtered off over Hyflo Super Cell and solvents were evaporated under reduced pressure. The resulting residue was treated with HCl until all of the amine was converted to its HCl salt, stirred overnight at room temperature and diluted with water until partitio... The product is OCCC1OC2=C(N(C1=O)CC=1C=C(C(=O)OC)C=CC1)C=CC=C2 (Methyl 3-[3,4-dihydro-2-(2-hydroxyethyl)-3-oxo-2H-1,4-benzoxazin-4-yl]methylbenzoate). The yield is 87.0%. The reactants are O([Si](C)(C)C(C)(C)C)CCC1OC2=C(NC1=O)C=CC=C2 (2-(2-tert-butyldimethylsiloxyethyl)-3,4-dihydro-3-oxo-2H-1,4-benzoxazine), COC(=O)C=1C=C(CCl)C=CC1 (3-(methoxycarbonyl)benzyl chloride). Procedure: Prepared from 2-(2-tert-butyldimethylsiloxyethyl)-3,4-dihydro-3-oxo-2H-1,4-benzoxazine by methods F and G, alkylating with 3-(methoxycarbonyl)benzyl chloride, and isolated as a white powder in 87% yield, mp 73°-75° C.; 1H NMR (CDCl3) δ 7.92-7.95 (m, 2H), 7.38-7.43 (m, 2H), 6.96-7.03 (m, 2H), 6.91 (dt, J=2.3, 7.3 Hz, 1H), 6.81 (dd, J=1.4, 7.7 Hz, 1H), 5.23 (d, J=16.3 Hz, 1H), 5.16 (d, J=16.3 Hz, 1H), 4.87 (dd, J=5.7, 7.4 Hz, 1H), 3.92-3.95 (m, 2H), 3.91 (s, 3H), 2.21-2.37 (m, 3H containing one ex... As a reaction SMILES: [O:1]([CH2:9][CH2:10][CH:11]1[C:16](=[O:17])[NH:15][C:14]2[CH:18]=[CH:19][CH:20]=[CH:21][C:13]=2[O:12]1)[Si](C(C)(C)C)(C)C.[CH3:22][O:23][C:24]([C:26]1[CH:27]=[C:28]([CH:31]=[CH:32][CH:33]=1)[CH2:29]Cl)=[O:25]>>[OH:1][CH2:9][CH2:10][CH:11]1[C:16](=[O:17])[N:15]([CH2:29][C:28]2[CH:27]=[C:26]([CH:33]=[CH:32][CH:31]=2)[C:24]([O:23][CH3:22])=[O:25])[C:14]2[CH:18]=[CH:19][CH:20]=[CH:21][C:13]=2[O:12]1. Reactants: CCOC(=C1C(=O)Nc2ccc([N+](=O)[O-])cc21)c1ccccc1, CCOC(=O)C1CCN(Cc2ccc(N)cc2)CC1, CN(C)C=O. Yields the product CCOC(=O)C1CCN(Cc2ccc(NC(=C3C(=O)Nc4ccc([N+](=O)[O-])cc43)c3ccccc3)cc2)CC1. As a reaction SMILES: [CH2:1]([O:2][C:4]([c:5]1[cH:6][cH:7][cH:8][cH:9][cH:10]1)=[C:11]1[C:12](=[O:23])[NH:13][c:14]2[cH:15][cH:16][c:17]([N+:20](=[O:21])[O-:22])[cH:18][c:19]21)[CH3:3].[CH2:24]([CH3:25])[O:26][C:27](=[O:28])[CH:29]1[CH2:30][CH2:31][N:32]([CH2:35][c:36]2[cH:37][cH:38][c:39]([NH2:40])[cH:41][cH:42]2)[CH2:33][CH2:34]1.[O:43]=[CH:44][N:45]([CH3:46])[CH3:47]>>[C:4]([c:5]1[cH:6][cH:7][cH:8][cH:9][cH:10]1)(=[C:11]1[C:12](=[O:23])[NH:13][c:14]2[cH:15][cH:16][c:17]([N+:20](=[O:21])[O-:22])[cH:18][c:19]21)[NH:40][c:39]1[cH:38][cH:37][c:36]([CH2:35][N:32]2[CH2:31][CH2:30][CH:29]([C:27]([O:26][CH2:24][CH3:25])=[O:28])[CH2:34][CH2:33]2)[cH:42][cH:41]1. Reactants: Cl (hydrochloric acid), C(C)(C)(C)[Li] (tert.butyl lithium), C(C1=CC=CC=C1)OC1=C(C=C(C=C1)Br)OC (4-(benzyloxy)-3-methoxy-bromobenzene), N1=CC(=CC=C1)C=O (pyridine-3-carbaldehyde). The solvent is O1CCCC1 (tetrahydrofuran). Run at time 2 hour. Yields the product C(C1=CC=CC=C1)OC1=C(C=C(C=C1)C(O)C=1C=NC=CC1)OC (alpha-[4-(benzyloxy)-3 -methoxyphenyl]-3-pyridinemethanol). As a reaction SMILES: C([Li])(C)(C)C.[CH2:6]([O:13][C:14]1[CH:19]=[CH:18][C:17](Br)=[CH:16][C:15]=1[O:21][CH3:22])[C:7]1[CH:12]=[CH:11][CH:10]=[CH:9][CH:8]=1.[N:23]1[CH:28]=[CH:27][CH:26]=[C:25]([CH:29]=[O:30])[CH:24]=1.Cl>O1CCCC1>[CH2:6]([O:13][C:14]1[CH:19]=[CH:18][C:17]([CH:29]([C:25]2[CH:24]=[N:23][CH:28]=[CH:27][CH:26]=2)[OH:30])=[CH:16][C:15]=1[O:21][CH3:22])[C:7]1[CH:12]=[CH:11][CH:10]=[CH:9][CH:8]=1. Reported procedure: aa) 10 ml of tert.butyl lithium solution (1.4M in hexane) are added dropwise at -70° within 10 minutes to 4.1 g of 4-(benzyloxy)-3-methoxy-bromobenzene dissolved in 40 ml of tetrahydrofuran. After stirring at -70° for 2 hours. 1 ml of pyridine-3-carbaldehyde is added within 5 minutes. The reaction mixture is stirred at -70° for 1 hour and at 0° for 2 hours, and poured into 100 ml of 1N hydrochloric acid. The mixture is extracted three times with 50 ml of ether each time. The combined ether phase...